From a dataset of the Open Reaction Database (ORD), a public repository of structured organic reaction records. describe an organic reaction: reactants, conditions, products, and yield Reactants: C1(C=CC(C=C1)=O)=O (1,4-benzoquinone), COCC(=CC(=O)OC)NC (methyl 4-methoxy-3-methylamino-2-butenoate). The solvent is C(C)(=O)O (acetic acid). Run at time 5 hour. Product: OC=1C=C2C(=C(N(C2=CC1)C)COC)C(=O)OC (5-Hydroxy-3-methoxycarbonyl-2-methoxymethyl-l-methylindole). Yield: 21.9%. As a reaction SMILES: [C:1]1(=O)[CH:6]=[CH:5][C:4](=[O:7])[CH:3]=[CH:2]1.[CH3:9][O:10][CH2:11][C:12]([NH:18][CH3:19])=[CH:13][C:14]([O:16][CH3:17])=[O:15]>C(O)(=O)C>[OH:7][C:4]1[CH:3]=[C:2]2[C:1](=[CH:6][CH:5]=1)[N:18]([CH3:19])[C:12]([CH2:11][O:10][CH3:9])=[C:13]2[C:14]([O:16][CH3:17])=[O:15]. Procedure details: 3.1 g of 1,4-benzoquinone (28.7 mmol) was dissolved in 50 ml of acetic acid to which was subsequently added dropwise 2.28 g (14.3 mmol) of methyl 4-methoxy-3-methylamino-2-butenoate and the mixture was stirred for 5 hours at room temperature. After the solvent was distilled off under reduced pressure, the resulting residue was dissolved in ethyl acetate, washed with water and saturated sodium chloride aqueous solution and then dried over anhydrous magnesium sulfate. After anhydrous magnesium sul... The solvent is CC(C)O (2-propanol), O (water). Product: NC1=C(C(=O)OC(C)(C)C)C=CC(=C1)C1=C(C=CC=C1)OC (tert-butyl 2-amino-4-(2-methoxyphenyl)benzoate). The reagents and catalysts are [C].[Pd] (palladium-carbon). As a reaction SMILES: C([O-])=O.[Na+].[CH3:5][O:6][C:7]1[CH:12]=[CH:11][CH:10]=[CH:9][C:8]=1[C:13]1[CH:25]=[CH:24][C:16]([C:17]([O:19][C:20]([CH3:23])([CH3:22])[CH3:21])=[O:18])=[C:15]([N+:26]([O-])=O)[CH:14]=1.C(O)(=O)C>CC(O)C.O.[C].[Pd]>[NH2:26][C:15]1[CH:14]=[C:13]([C:8]2[CH:9]=[CH:10][CH:11]=[CH:12][C:7]=2[O:6][CH3:5])[CH:25]=[CH:24][C:16]=1[C:17]([O:19][C:20]([CH3:22])([CH3:23])[CH3:21])=[O:18] |f:0.1,6.7|. Procedure: Sodium formate (2.7 g) and 10% palladium-carbon (0.65 g) were sequentially added to a solution mixture of tert-butyl 4-(2-methoxyphenyl)-2-nitrobenzoate (3.3 g) in 2-propanol (40 mL), water (10 mL), and acetic acid (2.6 mL), followed by heating to reflux for 2 hours. The reaction mixture was cooled to room temperature, and then the insoluble substance was removed by filtration. The solvent was evaporated under reduced pressure, and a saturated aqueous solution of sodium bicarbonate and ethyl ace... The reactants are C(=O)[O-].[Na+] (Sodium formate), COC1=C(C=CC=C1)C1=CC(=C(C(=O)OC(C)(C)C)C=C1)[N+](=O)[O-] (tert-butyl 4-(2-methoxyphenyl)-2-nitrobenzoate), C(C)(=O)O (acetic acid). Yield: 100.0%. Reactants: C(CCC)[Li] (n-butyllithium), C(=O)C=1N=CN(C1)C(C1=CC=CC=C1)(C1=CC=CC=C1)C1=CC=CC=C1 (4-formyl-1-trityl-1H-imidazole), O (water), BrC1=CC2=CC=C(C=C2C=C1)Br (2,6-Dibromonaphthalene). Run in CCCCCC (hexane), C1CCOC1 (THF), C1CCOC1 (THF). Conditions: temperature -50 celsius, time 20 minute. Product: BrC=1C=C2C=CC(=CC2=CC1)C(C(C)C)(O)C=1N=CNC1 (1-(6-Bromonaphthalen-2-yl)-1-(1H-imidazol-4-yl)-2-methyl-1-propanol). RXN SMILES: Br[C:2]1[CH:11]=[CH:10][C:9]2[C:4](=[CH:5][CH:6]=[C:7]([Br:12])[CH:8]=2)[CH:3]=1.[CH2:13]([Li])[CH2:14][CH2:15]C.[CH:18]([C:20]1[N:21]=[CH:22][N:23](C(C2C=CC=CC=2)(C2C=CC=CC=2)C2C=CC=CC=2)[CH:24]=1)=[O:19].O>C1COCC1.CCCCCC>[Br:12][C:7]1[CH:8]=[C:9]2[C:4](=[CH:5][CH:6]=1)[CH:3]=[C:2]([C:18]([C:20]1[N:21]=[CH:22][NH:23][CH:24]=1)([OH:19])[CH:14]([CH3:15])[CH3:13])[CH:11]=[CH:10]2. Reported procedure: 2,6-Dibromonaphthalene (25.0 g) was dissolved in THF (1250 ml). The solution was cooled to −50° C. To the solution was slowly added a solution of n-butyllithium in hexane (1.6 M; 57 ml), and the mixture was stirred at −50° C. for 20 min. To the mixture was added dropwise a solution of 4-formyl-1-trityl-1H-imidazole (22.2 g) in THF (200 ml). The mixture was stirred at 50° C. for 20 min. To the mixture was added water, and the organic layer was separated. The aqueous layer was extracted with ethyl... Starting materials: CNC(=NC#N)NCCCC1(c2ccccc2)SC(c2cc(F)ccc2F)=NN1C(=O)C(C)OC, CO, Cl, C1COCCO1, O. Product: CNC(=NC(N)=O)NCCCC1(c2ccccc2)SC(c2cc(F)ccc2F)=NN1C(=O)C(C)OC, Cl. As a reaction SMILES: [C:1](#[N:2])[N:3]=[C:4]([NH:5][CH2:6][CH2:7][CH2:8][C:9]1([c:28]2[cH:29][cH:30][cH:31][cH:32][cH:33]2)[S:10][C:11]([c:20]2[c:21]([F:27])[cH:22][cH:23][c:24]([F:26])[cH:25]2)=[N:12][N:13]1[C:14]([CH:15]([CH3:16])[O:17][CH3:18])=[O:19])[NH:34][CH3:35].[CH3:38][OH:39].[ClH:36].[O:40]1[CH2:41][CH2:42][O:43][CH2:44][CH2:45]1.[OH2:37]>>[C:1]([NH2:2])([N:3]=[C:4]([NH:5][CH2:6][CH2:7][CH2:8][C:9]1([c:28]2[cH:29][cH:30][cH:31][cH:32][cH:33]2)[S:10][C:11]([c:20]2[c:21]([F:27])[cH:22][cH:23][c:24]([F:26])[cH:25]2)=[N:12][N:13]1[C:14]([CH:15]([CH3:16])[O:17][CH3:18])=[O:19])[NH:34][CH3:35])=[O:37].[ClH:36]. The reactants are CCI, CS(C)=O, Cl, [K+], [OH-], O, CC(C)C(O)(C(=O)O)c1ccccc1. Yields the product CCOC(C(=O)O)(c1ccccc1)C(C)C. Reaction SMILES: [CH2:17]([CH3:18])[I:19].[CH3:21][S:22](=[O:23])[CH3:24].[ClH:20].[K+:16].[OH-:15].[OH2:25].[OH:1][C:2]([C:3](=[O:4])[OH:5])([CH:6]([CH3:7])[CH3:8])[c:9]1[cH:10][cH:11][cH:12][cH:13][cH:14]1>>[O:1]([C:2]([C:3](=[O:4])[OH:5])([CH:6]([CH3:7])[CH3:8])[c:9]1[cH:10][cH:11][cH:12][cH:13][cH:14]1)[CH2:17][CH3:18]. The reactants are CC1C=CCC(C1)C=O (5-methyl-3-cyclohexene-1-carbaldehyde), CC1C=CCC(C1)C1C(NC(O1)=O)=O (5-(5-methyl-3-cyclohexen-1-yl)oxazolidine-2,4-dione). Yields the product CC1=CCC(CC1)C1C(NC(O1)=O)=O (5-(4-Methyl-3-cyclohexen-1-yl)oxazolidine-2,4-dione). As a reaction SMILES: [CH3:1]C1CC(C=O)CC=C1.C[CH:11]1[CH2:16][CH:15]([CH:17]2[O:21][C:20](=[O:22])[NH:19][C:18]2=[O:23])[CH2:14][CH:13]=[CH:12]1>>[CH3:1][C:12]1[CH2:11][CH2:16][CH:15]([CH:17]2[O:21][C:20](=[O:22])[NH:19][C:18]2=[O:23])[CH2:14][CH:13]=1. Procedure details: By the same three step procedures of the preceding Examples, 5-methyl-3-cyclohexene-1-carbaldehyde is inverted to 5-(5-methyl-3-cyclohexen-1-yl)oxazolidine-2,4-dione. Reactants: N(C1=CC=CC=C1)CCO (2-anilinoethanol), C(C=C)Br (allyl bromide). Product: C(C=C)N(C1=CC=CC=C1)CCO (N-allyl-N-(2-hydroxyethyl)benzenamine). Reaction SMILES: [NH:1]([CH2:8][CH2:9][OH:10])[C:2]1[CH:7]=[CH:6][CH:5]=[CH:4][CH:3]=1.[CH2:11](Br)[CH:12]=[CH2:13]>>[CH2:13]([N:1]([CH2:8][CH2:9][OH:10])[C:2]1[CH:7]=[CH:6][CH:5]=[CH:4][CH:3]=1)[CH:12]=[CH2:11]. Procedure details: 2-anilinoethanol (13.7 g, 0. 10 mol) is treated with allyl bromide (18.15 g, 0.15 mol), in the manner as set forth in Example 3, to provide N-allyl-N-(2-hydroxyethyl)benzenamine.